This data is from the Open Reaction Database (ORD), a public repository of structured organic reaction records. The task is: describe an organic reaction: reactants, conditions, products, and yield Starting materials: O=Cc1ccc(OCc2ccccc2)cc1, CCOP(=O)(CC(=O)OC(C)(C)C)OCC, [H-], [Na+], C1CCOC1. The product is CC(C)(C)OC(=O)C=Cc1ccc(OCc2ccccc2)cc1. RXN SMILES: [CH2:19]([c:20]1[cH:21][cH:22][cH:23][cH:24][cH:25]1)[O:26][c:27]1[cH:28][cH:29][c:30]([CH:31]=[O:32])[cH:33][cH:34]1.[CH2:1]([O:2][P:3]([O:4][CH2:5][CH3:6])(=[O:7])[CH2:9][C:10](=[O:11])[O:12][C:13]([CH3:14])([CH3:15])[CH3:16])[CH3:8].[H-:17].[Na+:18].[O:35]1[CH2:36][CH2:37][CH2:38][CH2:39]1>>[CH:9]([C:10](=[O:11])[O:12][C:13]([CH3:14])([CH3:15])[CH3:16])=[CH:31][c:30]1[cH:29][cH:28][c:27]([O:26][CH2:19][c:20]2[cH:21][cH:22][cH:23][cH:24][cH:25]2)[cH:34][cH:33]1. Starting materials: COC(=O)c1ccc(CBr)c(O[Si](C)(C)C(C)(C)C)c1, O=C([O-])C(O)C(O)C(=O)[O-], CC(C)C[Al+]CC(C)C, C1CCOC1, CCOCC, [H-], [K], [Na+], [Na+]. The product is CC(C)(C)[Si](C)(C)Oc1cc(CO)ccc1CBr. RXN SMILES: [Br:1][CH2:2][c:3]1[c:4]([O:13][Si:14]([CH3:15])([CH3:16])[C:17]([CH3:18])([CH3:19])[CH3:20])[cH:5][c:6]([C:7](=[O:8])[O:9][CH3:10])[cH:11][cH:12]1.[C:32]([CH:33]([CH:34]([C:35]([O-:36])=[O:37])[OH:38])[OH:39])([O-:40])=[O:41].[CH2:22]([Al+:23][CH2:24][CH:25]([CH3:26])[CH3:27])[CH:28]([CH3:29])[CH3:30].[CH2:44]1[O:45][CH2:46][CH2:47][CH2:48]1.[CH2:49]([O:50][CH2:51][CH3:52])[CH3:53].[H-:21].[K:31].[Na+:42].[Na+:43]>>[Br:1][CH2:2][c:3]1[c:4]([O:13][Si:14]([CH3:15])([CH3:16])[C:17]([CH3:18])([CH3:19])[CH3:20])[cH:5][c:6]([CH2:7][OH:8])[cH:11][cH:12]1. The reactants are n1c(cnc2c1cccc2)Br, c1(c(c(cc(c1)C(OCS(Cc1cnccc1)(=O)=O)=O)OC)OC)OC. Reagents/catalysts: CCC(C)(C)[O-].[K+]   (KOtPn), c1ccc(cc1)-c2c3ccccc3cc4ccccc24 (9-Phenylanthracene), C(=O)(O)[O-].[K+]Â Â  (KHCO3), c1(c2c(P(c3ccccc3)c3ccccc3)ccc3c2cccc3)c(P(c2ccccc2)c2ccccc2)ccc2c1cccc2 (BINAP/Pd(allyl)2Cl2), C(C=C)[Pd]Cl.C(C=C)[Pd]Cl (Pd(allyl)2Cl2). Solvent: C1COCCO1 (Dioxane). Conditions: temperature 130 celsius, time 18 hour. Product: Cn1cc(Cc2cccnc2)cn1. Reaction SMILES: COc1c(OC)c(OC)cc(C(OCS([CH2:1][c:2]2[cH:7][n:6][cH:5][cH:4][cH:3]2)(=O)=O)=O)c1.Brc1[n:13][c:12]([c:10]2[n:9][cH:8]1)[cH:11]ccc2>>[CH3:8][n:9]1[n:13][cH:11][c:12]([CH2:1][c:2]2[cH:7][n:6][cH:5][cH:4][cH:3]2)[cH:10]1. The reactants are CN1CC2=C(N(C=3C=CC(=CC23)C)CC(O)C2=CC=C(C=C2)C)CC1 (2-(1,2,3,4-Tetrahydro-2,8-dimethylpyrido[4,3-b]indol-5-yl)-1-p-tolylethanol), S(O)(O)(=O)=O (sulfuric acid), [OH-].[K+] (KOH). Conditions: temperature 5 celsius. Yields the product CN1CC2=C(N(C=3C=CC(=CC23)C)C=CC2=CC=C(C=C2)C)CC1 (2-(2-methyl-1,2,3,4-tetrahydro-8-methylpyrido[4,3-b]indol-5-yl)-1-p-tolylethene). Reaction SMILES: [CH3:1][N:2]1[CH2:25][CH2:24][C:5]2[N:6]([CH2:14][CH:15]([C:17]3[CH:22]=[CH:21][C:20]([CH3:23])=[CH:19][CH:18]=3)O)[C:7]3[CH:8]=[CH:9][C:10]([CH3:13])=[CH:11][C:12]=3[C:4]=2[CH2:3]1.S(=O)(=O)(O)O.[OH-].[K+]>>[CH3:1][N:2]1[CH2:25][CH2:24][C:5]2[N:6]([CH:14]=[CH:15][C:17]3[CH:18]=[CH:19][C:20]([CH3:23])=[CH:21][CH:22]=3)[C:7]3[CH:8]=[CH:9][C:10]([CH3:13])=[CH:11][C:12]=3[C:4]=2[CH2:3]1 |f:2.3|. Procedure: 2-(1,2,3,4-Tetrahydro-2,8-dimethylpyrido[4,3-b]indol-5-yl)-1-p-tolylethanol (1 equiv.) is refluxed with 25% sulfuric acid for 2 h. The reaction mixture is cooled to 5° C. with an ice-water bath. KOH (15% aq. solution) is added dropwise to the reaction mixture until pH 9-10 is achieved. The reaction mixture is extracted with EtOAc. The combined organic layers are washed with water followed by brine, dried over sodium sulfate and evaporated under vacuum. The crude product is purified by column chr... The reactants are [N+](=O)([O-])C1=CC=C(OC=2C=C(C(=O)[O-])C=C(C2)OC2=CC=C(C=C2)[N+](=O)[O-])C=C1 (3,5-bis(4-nitrophenoxy)benzoate), C(CCCCCCCCCCCCCCC)O (n-hexadecyl alcohol). The product is C(CCCCCCCCCCCCCCC)OC(C1=CC(=CC(=C1)OC1=CC=C(C=C1)[N+](=O)[O-])OC1=CC=C(C=C1)[N+](=O)[O-])=O (n-hexadecyl[3,5-bis(4-nitrophenoxy)]benzoate). The yield is 81.0%. As a reaction SMILES: [N+:1]([C:4]1[CH:29]=[CH:28][C:7]([O:8][C:9]2[CH:10]=[C:11]([CH:15]=[C:16]([O:18][C:19]3[CH:24]=[CH:23][C:22]([N+:25]([O-:27])=[O:26])=[CH:21][CH:20]=3)[CH:17]=2)[C:12]([O-:14])=[O:13])=[CH:6][CH:5]=1)([O-:3])=[O:2].[CH2:30](O)[CH2:31][CH2:32][CH2:33][CH2:34][CH2:35][CH2:36][CH2:37][CH2:38][CH2:39][CH2:40][CH2:41][CH2:42][CH2:43][CH2:44][CH3:45]>>[CH2:45]([O:13][C:12](=[O:14])[C:11]1[CH:10]=[C:9]([O:8][C:7]2[CH:6]=[CH:5][C:4]([N+:1]([O-:3])=[O:2])=[CH:29][CH:28]=2)[CH:17]=[C:16]([O:18][C:19]2[CH:24]=[CH:23][C:22]([N+:25]([O-:27])=[O:26])=[CH:21][CH:20]=2)[CH:15]=1)[CH2:44][CH2:43][CH2:42][CH2:41][CH2:40][CH2:39][CH2:38][CH2:37][CH2:36][CH2:35][CH2:34][CH2:33][CH2:32][CH2:31][CH3:30]. Procedure: Using 3,5-bis(4-nitrophenoxy)benzoate (8) (25.6 g, 64.6 mmol) obtained in Example 4 and n-hexadecyl alcohol (17.3 g, 71.5 mmol), n-hexadecyl[3,5-bis(4-nitrophenoxy)]benzoate was obtained (32.4 g, yield: 81%) in the same manner as in Example 4. The reactants are C1(CC1)C=O (cyclopropanecarbaldehyde), NC1=C(C(=O)N)C=CC=C1Cl (2-amino-3-chlorobenzamide). Reagents/catalysts: O.O.O.O.O.O.[Fe](Cl)(Cl)Cl (Iron(III) chloride hexahydrate). Solvent: O (water), O (water). Reaction conditions: temperature 100 celsius, time 8 hour. Yields the product ClC=1C=CC=C2C(N=C(NC12)C1CC1)=O (8-chloro-2-cyclopropylquinazolin-4(1H)-one). As a reaction SMILES: [CH:1]1([CH:4]=O)[CH2:3][CH2:2]1.[NH2:6][C:7]1[C:15]([Cl:16])=[CH:14][CH:13]=[CH:12][C:8]=1[C:9]([NH2:11])=[O:10]>O.O.O.O.O.O.O.[Fe](Cl)(Cl)Cl>[Cl:16][C:15]1[CH:14]=[CH:13][CH:12]=[C:8]2[C:7]=1[NH:6][C:4]([CH:1]1[CH2:2][CH2:3]1)=[N:11][C:9]2=[O:10] |f:3.4.5.6.7.8.9|. Procedure details: EDCI hydrochloride (22.0 g) and 1-hydroxybenzotriazole (11.4 g) were added to a solution of 2-amino-3-chlorobenzoic acid (12.8 g) in DMF (100 mL), and subsequently ammonia water (22.0 ml) was added thereto. The reaction solution was stirred at room temperature for 3 hours. Water was added to the reaction solution, and the deposit was filtrated and dried under reduced pressure to obtain 2-amino-3-chlorobenzamide (9.7 g). Iron(III) chloride hexahydrate (6.3 g) and cyclopropanecarbaldehyde (1.3 ml)... The reactants are CC1=CC2=CC(=CC=C2C=C1)C1=CC=CC=C1 (2-Methyl-7-phenylnaphthalene), BrN1C(CCC1=O)=O (N-bromosuccinimide), C(C1=CC=CC=C1)(=O)OOC(C1=CC=CC=C1)=O (Benzoylperoxide), BrBr (Br2). Solvent: C(Cl)(Cl)(Cl)Cl (CCl4). The product is BrCC1=CC2=CC(=CC=C2C=C1)C1=CC=CC=C1 (2-(Bromomethyl)-7-phenylnaphthalene). RXN SMILES: [CH3:1][C:2]1[CH:11]=[CH:10][C:9]2[C:4](=[CH:5][C:6]([C:12]3[CH:17]=[CH:16][CH:15]=[CH:14][CH:13]=3)=[CH:7][CH:8]=2)[CH:3]=1.[Br:18]N1C(=O)CCC1=O.C(OOC(=O)C1C=CC=CC=1)(=O)C1C=CC=CC=1.BrBr>C(Cl)(Cl)(Cl)Cl>[Br:18][CH2:1][C:2]1[CH:11]=[CH:10][C:9]2[C:4](=[CH:5][C:6]([C:12]3[CH:13]=[CH:14][CH:15]=[CH:16][CH:17]=3)=[CH:7][CH:8]=2)[CH:3]=1. Reported procedure: 2-Methyl-7-phenylnaphthalene (5.4 g, 25 mmole) and N-bromosuccinimide (4.4 g, 25 mmole) were suspended in CCl4 (60 ml). Benzoylperoxide (0.25 g) and Br2 (20 mkl) were added, the mixture was refluxed for 3 h, filtered, evaporated and dried giving practically pure product. The yield 7.4 g (˜100%). Procedure details: To the mixture of 6-[5-(1,1-dioxo-1,2,3,6-tetrahydro-1lambda6-thiopyran-4-yl)-pyridin-3-yl]-3,4-dihydro-2H-[1,8]naphthyridine-1-carboxylic acid amide (56 mg, 0.15 mmol) and 10% Pd/C (17 mg) is added 2 mL of MeOH under Ar. Then ammonium formate (140 mg, 2.20 mmol) is added and the mixture is stirred for 1 hr at 80° C. The mixture is filtered, concentrated and purified via Preparative HPLC (10%-80% CH3CN/H2O) to give 30.2 mg of the titled product. Starting materials: O=S1(CCC(=CC1)C=1C=C(C=NC1)C=1C=C2CCCN(C2=NC1)C(=O)N)=O (6-[5-(1,1-dioxo-1,2,3,6-tetrahydro-1lambda6-thiopyran-4-yl)-pyridin-3-yl]-3,4-dihydro-2H-[1,8]naphthyridine-1-carboxylic acid amide), C(=O)[O-].[NH4+] (ammonium formate). The solvent is CO (MeOH). Isolated yield 52.1%. RXN SMILES: [O:1]=[S:2]1(=[O:27])[CH2:7][CH:6]=[C:5]([C:8]2[CH:9]=[C:10]([C:14]3[CH:15]=[C:16]4[C:21](=[N:22][CH:23]=3)[N:20]([C:24]([NH2:26])=[O:25])[CH2:19][CH2:18][CH2:17]4)[CH:11]=[N:12][CH:13]=2)[CH2:4][CH2:3]1.C([O-])=O.[NH4+]>[Pd].CO>[O:27]=[S:2]1(=[O:1])[CH2:7][CH2:6][CH:5]([C:8]2[CH:9]=[C:10]([C:14]3[CH:15]=[C:16]4[C:21](=[N:22][CH:23]=3)[N:20]([C:24]([NH2:26])=[O:25])[CH2:19][CH2:18][CH2:17]4)[CH:11]=[N:12][CH:13]=2)[CH2:4][CH2:3]1 |f:1.2|. The reagents and catalysts are [Pd] (Pd/C). Product: O=S1(CCC(CC1)C=1C=C(C=NC1)C=1C=C2CCCN(C2=NC1)C(=O)N)=O (6-[5-(1,1-Dioxo-hexahydro-1lambda6-thiopyran-4-yl)-pyridin-3-yl]-3,4-dihydro-2H-[1,8]naphthyridine-1-carboxylic acid amide). Run at temperature 80 celsius, time 1 hour. Starting materials: C1(=CC=CC=C1)CCO (2-phenylethanol), C(CC)N(CCC)CCC (tri-n-propylamine), ClC1=NC(=NS(N1C)(=O)=O)OC (5-chloro-6-methyl-3-methoxy-6H-1,2,4,6-thiatriazine-1,1-dioxide). Solvent: ClCCCl (1,2-dichloroethane). Conditions: time 15 minute. The product is CN1C(=NC(=NS1(=O)=O)OC)OCCC1=CC=CC=C1 (6-Methyl-3-methoxy-5-(2-phenylethoxy)-6H-1,2,4,6-thiatriazine-1,1-dioxide). As a reaction SMILES: [C:1]1([CH2:7][CH2:8][OH:9])[CH:6]=[CH:5][CH:4]=[CH:3][CH:2]=1.C(N(CCC)CCC)CC.Cl[C:21]1[N:26]([CH3:27])[S:25](=[O:29])(=[O:28])[N:24]=[C:23]([O:30][CH3:31])[N:22]=1>ClCCCl>[CH3:27][N:26]1[S:25](=[O:29])(=[O:28])[N:24]=[C:23]([O:30][CH3:31])[N:22]=[C:21]1[O:9][CH2:8][CH2:7][C:1]1[CH:6]=[CH:5][CH:4]=[CH:3][CH:2]=1. Procedure: 22 parts of 2-phenylethanol and 26.8 parts of tri-n-propylamine were added, in the course of 10 minutes, to 31.7 parts of 5-chloro-6-methyl-3-methoxy-6H-1,2,4,6-thiatriazine-1,1-dioxide in 200 parts of 1,2-dichloroethane at from 0° to 5° C., while stirring. Stirring was continued for 15 minutes at room temperature, after which the reaction solution was washed successively with 1N hydrochloric acid, with 0.5N sodium hydroxide solution and with water, dried over magnesium sulfate and chromatograph...